This data is from the Open Reaction Database (ORD), a public repository of structured organic reaction records. The task is: describe an organic reaction: reactants, conditions, products, and yield Reactants: CCOC(=O)N1CCN(C(=O)C(CCC(=O)OC)NC(=O)c2cc(Cl)c3ccccc3n2)CC1, C1CCOC1, [Li+], [OH-]. Yields the product CCOC(=O)N1CCN(C(=O)C(CCC(=O)O)NC(=O)c2cc(Cl)c3ccccc3n2)CC1. Reaction SMILES: [CH2:1]([CH3:2])[O:3][C:4](=[O:5])[N:6]1[CH2:7][CH2:8][N:9]([C:12](=[O:13])[CH:14]([CH2:15][CH2:16][C:17](=[O:18])[O:19][CH3:20])[NH:21][C:22](=[O:23])[c:24]2[n:25][c:26]3[cH:27][cH:28][cH:29][cH:30][c:31]3[c:32]([Cl:34])[cH:33]2)[CH2:10][CH2:11]1.[CH2:37]1[O:38][CH2:39][CH2:40][CH2:41]1.[Li+:36].[OH-:35]>>[CH2:1]([CH3:2])[O:3][C:4](=[O:5])[N:6]1[CH2:7][CH2:8][N:9]([C:12](=[O:13])[CH:14]([CH2:15][CH2:16][C:17](=[O:18])[OH:19])[NH:21][C:22](=[O:23])[c:24]2[n:25][c:26]3[cH:27][cH:28][cH:29][cH:30][c:31]3[c:32]([Cl:34])[cH:33]2)[CH2:10][CH2:11]1. Reactants: C(C)(C)(C)OC(N[C@H](CC1=CC=CC=C1)[C@H]1OC1)=O ([(1R)-1-{(2R)-oxiran-2-yl}-2-phenyl-ethyl]carbamic acid tert-butylester), N1[C@H](C(=O)N)CCC1 ((S)-proline amide). Product: C(C)(C)(C)OC(N[C@@H]([C@H](CN1[C@@H](CCC1)C(N)=O)O)CC1=CC=CC=C1)=O ([(1R,2S)-1-Benzyl-3-([2S]-2-carbamoyl-pyrrolidin-1-yl)-2-hydroxy-propyl]-carbamic acid tert-butyl ester). Reaction SMILES: [C:1]([O:5][C:6](=[O:19])[NH:7][C@@H:8]([C@@H:16]1[CH2:18][O:17]1)[CH2:9][C:10]1[CH:15]=[CH:14][CH:13]=[CH:12][CH:11]=1)([CH3:4])([CH3:3])[CH3:2].[NH:20]1[CH2:27][CH2:26][CH2:25][C@H:21]1[C:22]([NH2:24])=[O:23]>>[C:1]([O:5][C:6](=[O:19])[NH:7][C@H:8]([CH2:9][C:10]1[CH:15]=[CH:14][CH:13]=[CH:12][CH:11]=1)[C@@H:16]([OH:17])[CH2:18][N:20]1[CH2:27][CH2:26][CH2:25][C@H:21]1[C:22](=[O:23])[NH2:24])([CH3:4])([CH3:3])[CH3:2]. Procedure details: Using general procedure 1 and purification method D with [(1R)-1-{(2R)-oxiran-2-yl}-2-phenyl-ethyl]carbamic acid tert-butylester (0.10 g, 0.38 mmol) and (S)-proline amide (0.114 g, 0.57 mmol) gives the title compound. The reactants are COCCN1CCc2ccc(N)cc2CC1, C#CCN(C)C(=O)c1ccccc1Nc1nc(Cl)ncc1Cl. The product is C#CCN(C)C(=O)c1ccccc1Nc1nc(Nc2ccc3c(c2)CCN(CCOC)CC3)ncc1Cl. RXN SMILES: [CH3:1][O:2][CH2:3][CH2:4][N:5]1[CH2:6][CH2:7][c:8]2[c:9]([cH:12][c:13]([NH2:16])[cH:14][cH:15]2)[CH2:10][CH2:11]1.[Cl:17][c:18]1[n:19][cH:20][c:21]([Cl:38])[c:22]([NH:24][c:25]2[c:26]([C:27](=[O:28])[N:29]([CH2:30][C:31]#[CH:32])[CH3:33])[cH:34][cH:35][cH:36][cH:37]2)[n:23]1>>[CH3:1][O:2][CH2:3][CH2:4][N:5]1[CH2:6][CH2:7][c:8]2[c:9]([cH:12][c:13]([NH:16][c:18]3[n:19][cH:20][c:21]([Cl:38])[c:22]([NH:24][c:25]4[c:26]([C:27](=[O:28])[N:29]([CH2:30][C:31]#[CH:32])[CH3:33])[cH:34][cH:35][cH:36][cH:37]4)[n:23]3)[cH:14][cH:15]2)[CH2:10][CH2:11]1. Starting materials: ClCC1=NC2=CC=CC=C2C=C1 (2-chloromethyl quinolin), C(C)(=O)OC1=CC(=CC=C1)O (3-hydroxyphenyl acetate), C([O-])([O-])=O.[K+].[K+] (potassium carbonate), CC(=O)C (acetone). Reagents/catalysts: [I-].[K+] (potassium iodide). Product: methyl ester, N1=C(C=CC2=CC=CC=C12)COC=1C=C(C=CC1)CC(=O)O (3-(2-Quinolinylmethoxy)phenylacetic acid). RXN SMILES: Cl[CH2:2][C:3]1[CH:12]=[CH:11][C:10]2[C:5](=[CH:6][CH:7]=[CH:8][CH:9]=2)[N:4]=1.C(O[C:17]1[CH:22]=[CH:21][CH:20]=[C:19]([OH:23])[CH:18]=1)(=O)C.[C:24](=[O:27])([O-])[O-:25].[K+].[K+].[CH3:30]C(C)=O>[I-].[K+]>[N:4]1[C:5]2[C:10](=[CH:9][CH:8]=[CH:7][CH:6]=2)[CH:11]=[CH:12][C:3]=1[CH2:2][O:23][C:19]1[CH:18]=[C:17]([CH2:30][C:24]([OH:25])=[O:27])[CH:22]=[CH:21][CH:20]=1 |f:2.3.4,6.7|. Procedure details: A mixture of 2-chloromethyl quinolin (2.3 g, 13.3 mmol), 3-hydroxyphenyl acetate (2.2 g, 13.3 mmol), excess powdered potassium carbonate (10 g) and a catalytic amount of potassium iodide (0.1 g) in dry acetone (150 ml) was refluxed overnight (18 hr.). The reaction mixture was filtered, and the filtrate was concentrated, taken up in ethyl acetate, and the organic extract was washed with a 5% NaOH solution and brine. After drying over MgSO4, all volatiles were removed from the organic extract, and... As a reaction SMILES: [O:1]1[CH2:15][CH:2]1[CH2:3][O:4]/[N:5]=[C:6]1\[CH2:7][CH2:8][CH2:9][C:10]2[S:11][CH:12]=[CH:13][C:14]\1=2.[CH3:16][N:17]([CH3:21])[CH2:18][CH2:19][NH2:20]>>[OH:1][CH:2]([CH2:15][NH:20][CH2:19][CH2:18][N:17]([CH3:21])[CH3:16])[CH2:3][O:4]/[N:5]=[C:6]1\[CH2:7][CH2:8][CH2:9][C:10]2[S:11][CH:12]=[CH:13][C:14]\1=2. Product: OC(CO\N=C\1/CCCC=2SC=CC21)CNCCN(C)C (E-4-[2-Hydroxy-3-(β-dimethylaminoethylamino)-propoxy]imino-4,5,6,7-tetrahydrobenzo[b]thiophene). Reactants: O1C(CO\N=C\2/CCCC=3SC=CC32)C1 (E-4-(2,3-epoxypropoxy)imino-4,5,6,7-tetrahydrobenzo[b]thiophene), CN(CCN)C (β-dimethylaminoethylamine), Dioxalate. Isolated yield 28.0%. Procedure: This compound is prepared by the procedure described in Example 1 by condensing E-4-(2,3-epoxypropoxy)imino-4,5,6,7-tetrahydrobenzo[b]thiophene with β-dimethylaminoethylamine. Dioxalate: white crystals; m.p. 222° C. (recrystallised from methanol/water); yield: 28% of theory. The reactants are C[Sn](C)(C)C (tetramethyltin), ClC1=C(C=C(C=N1)C=1C=C2C(CC3(CCN(CC3)C(=O)OC(C)(C)C)OC2=CC1)=O)C(=O)OC (tert-butyl 6-[6-chloro-5-(methoxycarbonyl)-3-pyridinyl]-4-oxospiro[chroman-2,4′-piperidine]-1′-carboxylate). Reagents/catalysts: Cl[Pd]([P](C1=CC=CC=C1)(C2=CC=CC=C2)C3=CC=CC=C3)([P](C4=CC=CC=C4)(C5=CC=CC=C5)C6=CC=CC=C6)Cl (PdCl2(PPh3)2). Solvent: O1CCOCC1 (dioxane). Reaction conditions: temperature 180 celsius, time 15 minute. The product is COC(=O)C=1C=C(C=NC1C)C=1C=C2C(CC3(CCN(CC3)C(=O)OC(C)(C)C)OC2=CC1)=O (tert-Butyl 6-[5-(methoxycarbonyl)-6-methyl-3-pyridinyl]-4-oxospiro[chroman-2,4′-piperidine]-1′-carboxylate). RXN SMILES: [CH3:1][Sn](C)(C)C.Cl[C:7]1[N:12]=[CH:11][C:10]([C:13]2[CH:14]=[C:15]3[C:32](=[CH:33][CH:34]=2)[O:31][C:18]2([CH2:23][CH2:22][N:21]([C:24]([O:26][C:27]([CH3:30])([CH3:29])[CH3:28])=[O:25])[CH2:20][CH2:19]2)[CH2:17][C:16]3=[O:35])=[CH:9][C:8]=1[C:36]([O:38][CH3:39])=[O:37]>O1CCOCC1.Cl[Pd](Cl)([P](C1C=CC=CC=1)(C1C=CC=CC=1)C1C=CC=CC=1)[P](C1C=CC=CC=1)(C1C=CC=CC=1)C1C=CC=CC=1>[CH3:39][O:38][C:36]([C:8]1[CH:9]=[C:10]([C:13]2[CH:14]=[C:15]3[C:32](=[CH:33][CH:34]=2)[O:31][C:18]2([CH2:19][CH2:20][N:21]([C:24]([O:26][C:27]([CH3:29])([CH3:30])[CH3:28])=[O:25])[CH2:22][CH2:23]2)[CH2:17][C:16]3=[O:35])[CH:11]=[N:12][C:7]=1[CH3:1])=[O:37] |^1:48,67|. Reported procedure: The mixture of tetramethyltin (1.14 ml), and PdCl2(PPh3)2 (97 mg), tert-butyl 6-[6-chloro-5-(methoxycarbonyl)-3-pyridinyl]-4-oxospiro[chroman-2,4′-piperidine]-1′-carboxylate (1.35 g) in dioxane (13 ml) was stirred at 180° C. for 15 min under microwave irradiation. The reaction mixture was evaporated, and purified by silica gel chromatography (hexane/ethyl acetate) to give the intended compound.